This data is from the Open Reaction Database (ORD), a public repository of structured organic reaction records. The task is: describe an organic reaction: reactants, conditions, products, and yield Isolated yield 31.1%. Product: C1=C(C=C2C=CC=CC=C12)CC=1C(=CC(=C(C1)[C@H]1[C@H](O)[C@@H](O)[C@H](O)[C@H](O1)CO)OC)OC ((1S)-1,5-anhydro-1-[5-(azulen-2-ylmethyl)-2,4-dimethoxyphenyl]-D-glucitol). Solvent: CO (methanol). RXN SMILES: Cl.[CH:2]1[C:11]2[C:5]([CH:6]=[CH:7][CH:8]=[CH:9][CH:10]=2)=[CH:4][C:3]=1[CH2:12][C:13]1[C:14]([O:44][CH3:45])=[CH:15][C:16]([O:42][CH3:43])=[C:17]([C@@H:19]2[O:36][C@H:35]([CH2:37][O:38]COC)[C@@H:30]([O:31]COC)[C@H:25]([O:26]COC)[C@H:20]2[O:21]COC)[CH:18]=1.O>CO>[CH:2]1[C:11]2[C:5]([CH:6]=[CH:7][CH:8]=[CH:9][CH:10]=2)=[CH:4][C:3]=1[CH2:12][C:13]1[C:14]([O:44][CH3:45])=[CH:15][C:16]([O:42][CH3:43])=[C:17]([C@@H:19]2[O:36][C@H:35]([CH2:37][OH:38])[C@@H:30]([OH:31])[C@H:25]([OH:26])[C@H:20]2[OH:21])[CH:18]=1. The reactants are O (water), aqueous solution, Cl (hydrochloric acid), C1=C(C=C2C=CC=CC=C12)CC=1C(=CC(=C(C1)[C@H]1[C@H](OCOC)[C@@H](OCOC)[C@H](OCOC)[C@H](O1)COCOC)OC)OC ((1S)-1,5-anhydro-1-[5-(azulen-2-ylmethyl)-2,4-dimethoxyphenyl]-2,3,4,6-tetrakis-O-(methoxymethyl)-D-glucitol). Reported procedure: 10% aqueous solution of hydrochloric acid (0.5 ml) was added to a solution of (1S)-1,5-anhydro-1-[5-(azulen-2-ylmethyl)-2,4-dimethoxyphenyl]-2,3,4,6-tetrakis-O-(methoxymethyl)-D-glucitol (0.09 g) in methanol (2.0 ml) and the mixture was refluxed with heating for 30 minutes. The reaction mixture was poured into ice-cooled water and extracted with ethyl acetate. The organic layer was washed with saturated brine and dried over anhydrous sodium sulfate. After filtration, the filtrate was concentrate... Starting materials: C(=NC1CCCCC1)=NC1CCCCC1, COc1cc(CCC(O)c2cccc(OCC(=O)OC(C)(C)C)c2)cc(OC)c1OC, CN(C)c1ccncc1, ClCCl, CCC(C)(C)C(=O)C(=O)N1CCCCC1C(=O)O. Product: CCC(C)(C)C(=O)C(=O)N1CCCCC1C(=O)OC(CCc1cc(OC)c(OC)c(OC)c1)c1cccc(OCC(=O)OC(C)(C)C)c1. As a reaction SMILES: [CH2:50]1[CH2:51][CH2:52][CH:53]([N:54]=[C:55]=[N:56][CH:57]2[CH2:58][CH2:59][CH2:60][CH2:61][CH2:62]2)[CH2:63][CH2:64]1.[CH3:1][O:2][c:3]1[cH:4][c:5]([CH2:13][CH2:14][CH:15]([OH:16])[c:17]2[cH:18][c:19]([O:23][CH2:24][C:25](=[O:26])[O:27][C:28]([CH3:29])([CH3:30])[CH3:31])[cH:20][cH:21][cH:22]2)[cH:6][c:7]([O:11][CH3:12])[c:8]1[O:9][CH3:10].[CH3:68][N:69]([CH3:70])[c:71]1[cH:72][cH:73][n:74][cH:75][cH:76]1.[Cl:65][CH2:66][Cl:67].[O:32]=[C:33]([C:34]([C:35]([CH2:36][CH3:37])([CH3:38])[CH3:39])=[O:40])[N:41]1[CH:42]([C:47](=[O:48])[OH:49])[CH2:43][CH2:44][CH2:45][CH2:46]1>>[CH3:1][O:2][c:3]1[cH:4][c:5]([CH2:13][CH2:14][CH:15]([O:16][C:47]([CH:42]2[N:41]([C:33](=[O:32])[C:34]([C:35]([CH2:36][CH3:37])([CH3:38])[CH3:39])=[O:40])[CH2:46][CH2:45][CH2:44][CH2:43]2)=[O:48])[c:17]2[cH:18][c:19]([O:23][CH2:24][C:25](=[O:26])[O:27][C:28]([CH3:29])([CH3:30])[CH3:31])[cH:20][cH:21][cH:22]2)[cH:6][c:7]([O:11][CH3:12])[c:8]1[O:9][CH3:10]. RXN SMILES: [C:33]([BH3-:34])#[N:35].[CH2:1]([CH3:2])[O:3][C:4]([C:5]([CH2:6][CH2:7][c:8]1[cH:9][c:10]2[cH:11][cH:12][cH:13][cH:14][c:15]2[cH:16][cH:17]1)=[O:18])=[O:19].[NH2:20][CH:21]([CH3:22])[C:23](=[O:24])[N:25]1[CH:26]([C:27](=[O:28])[OH:29])[CH2:30][CH2:31][CH2:32]1.[Na+:36]>>[CH2:1]([CH3:2])[O:3][C:4]([CH:5]([CH2:6][CH2:7][c:8]1[cH:9][c:10]2[cH:11][cH:12][cH:13][cH:14][c:15]2[cH:16][cH:17]1)[NH:20][CH:21]([CH3:22])[C:23](=[O:24])[N:25]1[CH:26]([C:27](=[O:28])[OH:29])[CH2:30][CH2:31][CH2:32]1)=[O:19]. Reactants: [BH3-]C#N, CCOC(=O)C(=O)CCc1ccc2ccccc2c1, CC(N)C(=O)N1CCCC1C(=O)O, [Na+]. The product is CCOC(=O)C(CCc1ccc2ccccc2c1)NC(C)C(=O)N1CCCC1C(=O)O. Isolated yield 76.5%. The product is C(CC(=O)C)(=O)N1CC(C2=CC=CC=C12)C1=CC=CC=C1 (N-acetoacetyl-3-phenylindoline). Starting materials: C=C1CC(=O)O1 (diketene), C1(=CC=CC=C1)C1CNC2=CC=CC=C12 (3-phenylindoline). Reaction SMILES: [CH2:1]=[C:2]1[O:6][C:4](=[O:5])[CH2:3]1.[C:7]1([CH:13]2[C:21]3[C:16](=[CH:17][CH:18]=[CH:19][CH:20]=3)[NH:15][CH2:14]2)[CH:12]=[CH:11][CH:10]=[CH:9][CH:8]=1>C1C=CC=CC=1>[C:4]([N:15]1[C:16]2[C:21](=[CH:20][CH:19]=[CH:18][CH:17]=2)[CH:13]([C:7]2[CH:8]=[CH:9][CH:10]=[CH:11][CH:12]=2)[CH2:14]1)(=[O:5])[CH2:3][C:2]([CH3:1])=[O:6]. Reaction conditions: time 90 minute. The solvent is C1=CC=CC=C1 (benzene), C1=CC=CC=C1 (benzene). Procedure: A solution of 2.0 g of diketene in 10 ml of dry benzene was added dropwise at 10°-15° C. to a solution of 3.84 g of 3-phenylindoline in 35 ml of dry benzene. The solution was then stirred at room temperature for 90 minutes and the volatile components were removed in vacuo. The residue was recrystallized from ether to give 4.2 g of N-acetoacetyl-3-phenylindoline. A further recrystallization from ethanol gave a purer product having a melting point of 88°-9° C. The reactants are ClC1=CC(=NC=N1)C(C)=O (1-(6-chloro-4-pyrimidinyl)ethanone), ClC1=CC(=NC=N1)C(C)=O (1-(6-chloro-4-pyrimidinyl)ethanone), [BH4-].[Na+] (sodium borohydride). Run in C(C)O (ethanol). Reaction conditions: time 2 hour. Yields the product ClC1=CC(=NC=N1)C(C)O (1-(6-chloro-4-pyrimidinyl)ethanol). The yield is 79.7%. Reaction SMILES: [Cl:1][C:2]1[N:7]=[CH:6][N:5]=[C:4]([C:8](=[O:10])[CH3:9])[CH:3]=1.[BH4-].[Na+]>C(O)C>[Cl:1][C:2]1[N:7]=[CH:6][N:5]=[C:4]([CH:8]([OH:10])[CH3:9])[CH:3]=1 |f:1.2|. Reported procedure: 1-(6-Chloro-4-pyrimidinyl)ethanone (Intermediate 18A, 1.0 g, 6.39 mmol) was dissolved in ethanol (21 mL), treated with sodium borohydride (0.242 g, 6.39 mmol) and the resulting mixture was stirred at room temperature under argon for 2 hours. The solvent was removed under reduced pressure and the residue was diluted with water and extracted with ethyl acetate (×3). The ethyl acetate layers were combined, dried under magnesium sulfate and evaporated under reduced pressure to give the title compoun...